Dataset: the Open Reaction Database (ORD), a public repository of structured organic reaction records. Task: describe an organic reaction: reactants, conditions, products, and yield The reactants are CC(C)(C)[O-], COc1cccc2c1CCCC2CCBr, CN(C)C=O, [K+], O=c1ccc(C(c2ccccc2)c2ccccc2)n[nH]1. Product: COc1cccc2c1CCCC2CCn1nc(C(c2ccccc2)c2ccccc2)ccc1=O. Reaction SMILES: [CH3:21][C:22]([CH3:23])([O-:24])[CH3:25].[CH3:27][O:28][c:29]1[c:30]2[c:35]([cH:36][cH:37][cH:38]1)[CH:34]([CH2:39][CH2:40][Br:41])[CH2:33][CH2:32][CH2:31]2.[CH3:42][N:43]([CH3:44])[CH:45]=[O:46].[K+:26].[c:1]1([CH:7]([c:8]2[cH:9][cH:10][c:11](=[O:14])[nH:12][n:13]2)[c:15]2[cH:16][cH:17][cH:18][cH:19][cH:20]2)[cH:2][cH:3][cH:4][cH:5][cH:6]1>>[c:1]1([CH:7]([c:8]2[cH:9][cH:10][c:11](=[O:14])[n:12]([CH2:40][CH2:39][CH:34]3[CH2:33][CH2:32][CH2:31][c:30]4[c:29]([O:28][CH3:27])[cH:38][cH:37][cH:36][c:35]43)[n:13]2)[c:15]2[cH:16][cH:17][cH:18][cH:19][cH:20]2)[cH:2][cH:3][cH:4][cH:5][cH:6]1. The reactants are Cc1nc2c(N)c(C(=O)C=Cc3ccsc3)ccn2c1C, [Na+], [OH-], O, O=S(=O)(O)O. Yields the product Cc1nc2c3c(ccn2c1C)C(=O)CC(c1ccsc1)N3. RXN SMILES: [NH2:1][c:2]1[c:3]2[n:4]([cH:5][cH:6][c:7]1[C:8]([CH:9]=[CH:10][c:11]1[cH:12][s:13][cH:14][cH:15]1)=[O:16])[c:17]([CH3:21])[c:18]([CH3:20])[n:19]2.[Na+:28].[OH-:27].[OH2:29].[S:22](=[O:23])(=[O:24])([OH:25])[OH:26]>>[NH:1]1[c:2]2[c:3]3[n:4]([cH:5][cH:6][c:7]2[C:8](=[O:16])[CH2:9][CH:10]1[c:11]1[cH:12][s:13][cH:14][cH:15]1)[c:17]([CH3:21])[c:18]([CH3:20])[n:19]3.